From a dataset of the Open Reaction Database (ORD), a public repository of structured organic reaction records. describe an organic reaction: reactants, conditions, products, and yield The reactants are C#CCN(c1ccc(C(=O)O)c(F)c1)C1CCc2cc3nc(C)n(OC(=O)C(C)(C)C)c(=O)c3c(C)c21, O=C(Oc1c(F)c(F)c(F)c(F)c1F)C(F)(F)F. Product: C#CCN(c1ccc(C(=O)Oc2c(F)c(F)c(F)c(F)c2F)c(F)c1)C1CCc2cc3nc(C)n(OC(=O)C(C)(C)C)c(=O)c3c(C)c21. As a reaction SMILES: [F:1][c:2]1[c:3]([C:4](=[O:5])[OH:6])[cH:7][cH:8][c:9]([N:11]([CH2:12][C:13]#[CH:14])[CH:15]2[CH2:16][CH2:17][c:18]3[c:19]2[c:20]([CH3:37])[c:21]2[c:22](=[O:36])[n:23]([O:29][C:30]([C:31]([CH3:32])([CH3:33])[CH3:34])=[O:35])[c:24]([CH3:28])[n:25][c:26]2[cH:27]3)[cH:10]1.[F:38][C:39]([F:40])([F:41])[C:42]([O:54][c:43]1[c:44]([F:53])[c:45]([F:52])[c:46]([F:51])[c:47]([F:50])[c:48]1[F:49])=[O:55]>>[F:1][c:2]1[c:3]([C:4](=[O:5])[O:6][c:43]2[c:44]([F:53])[c:45]([F:52])[c:46]([F:51])[c:47]([F:50])[c:48]2[F:49])[cH:7][cH:8][c:9]([N:11]([CH2:12][C:13]#[CH:14])[CH:15]2[CH2:16][CH2:17][c:18]3[c:19]2[c:20]([CH3:37])[c:21]2[c:22](=[O:36])[n:23]([O:29][C:30]([C:31]([CH3:32])([CH3:33])[CH3:34])=[O:35])[c:24]([CH3:28])[n:25][c:26]2[cH:27]3)[cH:10]1. Starting materials: C(C(=C)C)(=O)OCCOC(C=C)=O (2-acryloyloxyethyl methacrylate), NCCC[Si](OCC)(OCC)OCC (3-aminopropyl triethoxysilane), N[SiH3] (aminosilane). The solvent is C(C)#N (acetonitrile), C(C)#N (acetonitrile). Reaction conditions: time 48 hour. The product is C(C(=C)C)(=O)OCCOC(=O)CCN(CCC[Si](OCC)(OCC)OCC)CCC(=O)OCCOC(C(=C)C)=O (bis[2-(2-methacryloyloxyethoxycarbonyl)-ethyl]-(3-triethoxysilylpropyl)amine). Yield: 89.7%. Reaction SMILES: [NH2:1][CH2:2][CH2:3][CH2:4][Si:5]([O:12][CH2:13][CH3:14])([O:9][CH2:10][CH3:11])[O:6][CH2:7][CH3:8].[C:15]([O:20][CH2:21][CH2:22][O:23][C:24](=[O:27])[CH:25]=[CH2:26])(=[O:19])[C:16]([CH3:18])=[CH2:17].N[SiH3]>C(#N)C>[C:15]([O:20][CH2:21][CH2:22][O:23][C:24]([CH2:25][CH2:26][N:1]([CH2:26][CH2:25][C:24]([O:23][CH2:22][CH2:21][O:20][C:15](=[O:19])[C:16]([CH3:18])=[CH2:17])=[O:27])[CH2:2][CH2:3][CH2:4][Si:5]([O:12][CH2:13][CH3:14])([O:6][CH2:7][CH3:8])[O:9][CH2:10][CH3:11])=[O:27])(=[O:19])[C:16]([CH3:18])=[CH2:17]. Procedure details: 43 g (0.25 mol) 3-aminopropyl triethoxysilane in 40 ml anhydrous acetonitrile are added dropwise accompanied by ice-cooling to 92 g (0.5 mol) 2-acryloyloxyethyl methacrylate in 85 ml acetonitrile. After 48 h stirring at room temperature, the aminosilane has completely reacted. The solvent is evaporated off accompanied by the introduction of air at reduced pressure at the rotary evaporator at maximally 46° C. 132.2 g (98% yield) of a lightly-coloured clear oily liquid are obtained. The reactants are OC[C@@H](CC)NC1=NC=2N(C(=N1)NCC1=CC=C(C=C1)C1=NC=CC=C1)N=CC2C(C)C ((R)-2-(1-hydroxybut-2-ylamino)-8-isopropyl-4-[4-(pyridin-2-yl)benzylamino]pyrazolo[1,5-a]-1,3,5-triazine), N[C@@H]([C@H](O)C)CO (L-threoninol). Yields the product OC[C@H]([C@@H](C)O)NC1=NC=2N(C(=N1)NCC1=CC=C(C=C1)C1=NC=CC=C1)N=CC2C(C)C ((2R,3R)-2-(1,3-dihydroxybut-2-ylamino)-8-isopropyl-4-[4-(pyridin-2-yl)benzylamino]pyrazolo[1,5-a]-1,3,5-triazine). Isolated yield 43.0%. RXN SMILES: [OH:1][CH2:2][C@H:3]([NH:6][C:7]1[N:12]=[C:11]([NH:13][CH2:14][C:15]2[CH:20]=[CH:19][C:18]([C:21]3[CH:26]=[CH:25][CH:24]=[CH:23][N:22]=3)=[CH:17][CH:16]=2)[N:10]2[N:27]=[CH:28][C:29]([CH:30]([CH3:32])[CH3:31])=[C:9]2[N:8]=1)[CH2:4][CH3:5].N[C@H](CO)[C@@H](C)[OH:36]>>[OH:1][CH2:2][C@@H:3]([NH:6][C:7]1[N:12]=[C:11]([NH:13][CH2:14][C:15]2[CH:16]=[CH:17][C:18]([C:21]3[CH:26]=[CH:25][CH:24]=[CH:23][N:22]=3)=[CH:19][CH:20]=2)[N:10]2[N:27]=[CH:28][C:29]([CH:30]([CH3:31])[CH3:32])=[C:9]2[N:8]=1)[C@H:4]([OH:36])[CH3:5]. Reported procedure: According to the same conditions resulting in the preparation of the compound 2, the compound 12 is prepared from IIa.2 by oxidation reaction of the sulfur atom and then introduction of L-threoninol. Yield=43%. Oil. 1H NMR (300 MHz, CDCl3): δ 8.69 (d, 1H, J=4.7 Hz, Harom), 7.97 (d, 2H, J=8.3 Hz, Harom), 7.78-7.69 (m, 2H, Harom), 7.63 (8, 1H, Harom), 7.45 (d, 2H, J=8.3 Hz, Harom), 7.26-7.21 (m, 1H, Harom), 6.75 (bs, 1H, NH), 5.63 (d, 1H, J=5.8 Hz, NH), 4.77 (d, 2H, J=6.0 Hz, CH2), 4.22-4.15 (m, 1... Starting materials: C(C)(C)(C)OC(NCC(=O)N1C(C2=CC=CC=C2CC1)C1CCCCC1)=O (Tert-butyl[2-(1-cyclohexyl-3,4-dihydroisoquinolin-2(1H)-yl)-2-oxoethyl]carbamate), Cl.CCOC(=O)C (HCl EtOAc). Run in CCOC(=O)C (EtOAc). Run at temperature 50 celsius, time 5 hour. Product: C1(CCCCC1)C1N(CCC2=CC=CC=C12)C(CN)=O (2-(1-cyclohexyl-3,4-dihydroisoquinolin-2(1H)-yl)-2-oxoethanamine). Isolated yield 99.4%. As a reaction SMILES: C(OC(=O)[NH:7][CH2:8][C:9]([N:11]1[CH2:20][CH2:19][C:18]2[C:13](=[CH:14][CH:15]=[CH:16][CH:17]=2)[CH:12]1[CH:21]1[CH2:26][CH2:25][CH2:24][CH2:23][CH2:22]1)=[O:10])(C)(C)C.Cl.CCOC(C)=O>CCOC(C)=O>[CH:21]1([CH:12]2[C:13]3[C:18](=[CH:17][CH:16]=[CH:15][CH:14]=3)[CH2:19][CH2:20][N:11]2[C:9](=[O:10])[CH2:8][NH2:7])[CH2:22][CH2:23][CH2:24][CH2:25][CH2:26]1 |f:1.2|. Procedure: Tert-butyl[2-(1-cyclohexyl-3,4-dihydroisoquinolin-2(1H)-yl)-2-oxoethyl]carbamate (1.5 g) was dissolved in EtOAc (20 mL), and 4 M HCl/EtOAc (3 mL) was added thereto under ice-cooling, followed by stirring at 50° C. for 5 hours. Then, the reaction solvent was evaporated. Saturated aqueous sodium bicarbonate was added to the reaction liquid which was then extracted with chloroform. The extract was washed with saturated brine and dried over magnesium sulfate. The solvent was evaporated and the resul... Reactants: C1COCCO1, C[Sn](C)(C)c1ccncc1, CC(=O)NCC1CN(c2ccc(I)c(F)c2)C(=O)O1. Yields the product CC(=O)NCC1CN(c2ccc(-c3ccncc3)c(F)c2)C(=O)O1. Reaction SMILES: [CH2:30]1[O:31][CH2:32][CH2:33][O:34][CH2:35]1.[CH3:20][Sn:21]([c:22]1[cH:23][cH:24][n:25][cH:26][cH:27]1)([CH3:28])[CH3:29].[F:1][c:2]1[cH:3][c:4]([N:9]2[C:10](=[O:19])[O:11][CH:12]([CH2:14][NH:15][C:16]([CH3:17])=[O:18])[CH2:13]2)[cH:5][cH:6][c:7]1[I:8]>>[F:1][c:2]1[cH:3][c:4]([N:9]2[C:10](=[O:19])[O:11][CH:12]([CH2:14][NH:15][C:16]([CH3:17])=[O:18])[CH2:13]2)[cH:5][cH:6][c:7]1-[c:22]1[cH:23][cH:24][n:25][cH:26][cH:27]1. Reactants: IC (Iodomethane), C1(CC1)N1C=C(C(C2=CC(=C(C=C12)N1CC(CC1)C=1C=NC=CC1)F)=O)C(=O)O (1-cyclopropyl-6-fluoro-1,4-dihydro-4-oxo-7-[3-(3-pyridinyl)-1-pyrrolidinyl]-3-quinolinecarboxylic acid). The solvent is C(C)#N (acetonitrile). The product is [I-].C(=O)(O)C1=CN(C2=CC(=C(C=C2C1=O)F)N1CC(CC1)C=1C=[N+](C=CC1)C)C1CC1 (3-[1-(3-Carboxy-1-cyclopropyl-6-fluoro-1,4-dihydro-4-oxo -7-quinolyl)-3-pyrrolidinyl]-1-methylpyridinium iodide). Isolated yield 88.7%. As a reaction SMILES: [I:1][CH3:2].[CH:3]1([N:6]2[C:15]3[C:10](=[CH:11][C:12]([F:27])=[C:13]([N:16]4[CH2:20][CH2:19][CH:18]([C:21]5[CH:22]=[N:23][CH:24]=[CH:25][CH:26]=5)[CH2:17]4)[CH:14]=3)[C:9](=[O:28])[C:8]([C:29]([OH:31])=[O:30])=[CH:7]2)[CH2:5][CH2:4]1>C(#N)C>[I-:1].[C:29]([C:8]1[C:9](=[O:28])[C:10]2[C:15](=[CH:14][C:13]([N:16]3[CH2:20][CH2:19][CH:18]([C:21]4[CH:22]=[N+:23]([CH3:2])[CH:24]=[CH:25][CH:26]=4)[CH2:17]3)=[C:12]([F:27])[CH:11]=2)[N:6]([CH:3]2[CH2:4][CH2:5]2)[CH:7]=1)([OH:31])=[O:30] |f:3.4|. Procedure: Iodomethane (1.62 g, 11.4 mmol) was added dropwise to a stirred suspension of 1-cyclopropyl-6-fluoro-1,4-dihydro-4-oxo-7-[3-(3-pyridinyl)-1-pyrrolidinyl]-3-quinolinecarboxylic acid (0.30 g, 0.8 mmol) in acetonitrile (30 mL). The resulting mixture was heated at reflux for 2 hours. The suspension was then filtered, the solids were washed with acetonitrile and ether, and dried in vacuo at 40° C. to give the title compound (0.38 g, 88%) as a light yellow solid, mp 278°-280° C.